From a dataset of the Open Reaction Database (ORD), a public repository of structured organic reaction records. describe an organic reaction: reactants, conditions, products, and yield Starting materials: C(C)(C)(C)C1=CC(=C(N1)C(=O)O)[N+](=O)[O-] (5-tert-butyl-3-nitro-1H-pyrrole-2-carboxylic acid), P(Cl)(Cl)(Cl)(Cl)Cl (PCl5), CC1(C(NCCN1)=O)C (3,3-dimethylpiperazin-2-one), CCN(C(C)C)C(C)C (DIEA). Run in ClCCl (dichloromethane), ClCCl (dichloromethane), ClCCl (dichloromethane). Conditions: time 5 minute. Product: C(C)(C)(C)C=1NC(=C(C1)[N+](=O)[O-])C(=O)N1C(C(NCC1)=O)(C)C (4-(2-tert-butyl-4-nitro-1H-pyrrole-5-carbonyl)-3,3-dimethylpiperazin-2-one). Isolated yield 53.1%. As a reaction SMILES: [C:1]([C:5]1[NH:9][C:8]([C:10]([OH:12])=O)=[C:7]([N+:13]([O-:15])=[O:14])[CH:6]=1)([CH3:4])([CH3:3])[CH3:2].P(Cl)(Cl)(Cl)(Cl)Cl.[CH3:22][C:23]1([CH3:30])[NH:28][CH2:27][CH2:26][NH:25][C:24]1=[O:29].CCN(C(C)C)C(C)C>ClCCl>[C:1]([C:5]1[NH:9][C:8]([C:10]([N:28]2[CH2:27][CH2:26][NH:25][C:24](=[O:29])[C:23]2([CH3:30])[CH3:22])=[O:12])=[C:7]([N+:13]([O-:15])=[O:14])[CH:6]=1)([CH3:2])([CH3:3])[CH3:4]. Procedure details: The previously prepared 5-tert-butyl-3-nitro-1H-pyrrole-2-carboxylic acid (0.203 g, 1.11 mmol) and PCl5 (0.232 g, 1.11 mmol) were dissolved in dichloromethane (4 mL) and stirred at room temperature for 5 minutes. The resulting solution was added in one portion to a solution of 3,3-dimethylpiperazin-2-one (0.214 g, 1.67 mmol) and DIEA (0.288 g, 2.23 mmol) in dichloromethane (3 mL) and stirred at room temperature for 5 minutes. The reaction mixture was diluted with dichloromethane and washed seque... Starting materials: N (NH3), BrC=1C=CC(=NC1)O[C@H]1C2CN3CC(CC1C3)C2 ((4s)-4-(5-Bromopyridin-2-yloxy)-1-azatricyclo[3.3.1.13,7]decane), S1C(=CC=C1)B(O)O (2-thiophene boronic acid), C1(=CC=C(C=C1)S(=O)(=O)O)C.C1(=CC=C(C=C1)S(=O)(=O)O)C.N1N=CC(=C1)C1=NN=C(S1)O[C@H]1C2CN3CC(CC1C3)C2 ((4s)-4-[5-(Pyrazol-4-yl)-1,3,4-thiadiazol-2-yloxy]-1-azatricyclo[3.3.1.13,7]decane bis(p-toluenesulfonate)). Product: S1C(=CC=C1)C=1C=CC(=NC1)O[C@H]1C2CN3CC(CC1C3)C2 ((4s)-4-[(5-Thien-2-ylpyridin-2-yl)oxy]-1-azatricyclo[3.3.1.13,7]decane). As a reaction SMILES: Br[C:2]1[CH:3]=[CH:4][C:5]([O:8][C@@H:9]2[CH:16]3[CH2:17][N:12]4[CH2:13][CH:14]([CH2:18][CH:10]2[CH2:11]4)[CH2:15]3)=[N:6][CH:7]=1.[S:19]1[CH:23]=[CH:22][CH:21]=[C:20]1B(O)O.C1(C)C=CC(S(O)(=O)=O)=CC=1.C1(C)C=CC(S(O)(=O)=O)=CC=1.N1C=C(C2SC(O[C@@H]3C4CN5CC(CC3C5)C4)=NN=2)C=N1.N>>[S:19]1[CH:23]=[CH:22][CH:21]=[C:20]1[C:2]1[CH:3]=[CH:4][C:5]([O:8][C@@H:9]2[CH:16]3[CH2:17][N:12]4[CH2:13][CH:14]([CH2:18][CH:10]2[CH2:11]4)[CH2:15]3)=[N:6][CH:7]=1 |f:2.3.4|. Reported procedure: The free base of the title compound was prepared from the product of Example 10C (50 mg, 0.16 mmol) and 2-thiophene boronic acid (29 mg, 0.23 mmol; Aldrich) according to Method G, and converted to the p-toluenesulfonate salt using the procedure of Method H: 1H NMR (300 MHz, methanol-D4) δ ppm 1.92 (d, J=13.6 Hz, 2H), 2.19 (s, 1H), 2.32-2.46 (m, 6H), 2.55 (s, 2H), 3.57 (s, 2H), 3.68 (s, 4H), 5.46 (s, 1H), 6.93 (d, J=8.5 Hz, 1H), 7.10 (dd, J=5.1, 3.4 Hz, 1H), 7.22 (d, J=8.5 Hz, 2H), 7.37 (dd, J=15... Reactants: C1CCNC1, Brc1cccc(OCc2ccccc2)n1, CC(C)(C)[O-], Cc1ccccc1, CCOC(C)=O, [Na+], O=C(C=Cc1ccccc1)C=Cc1ccccc1, O=C(C=Cc1ccccc1)C=Cc1ccccc1, O=C(C=Cc1ccccc1)C=Cc1ccccc1, [Pd], [Pd]. The product is c1ccc(COc2cccc(N3CCCC3)n2)cc1. As a reaction SMILES: [CH2:16]1[CH2:17][CH2:18][NH:19][CH2:20]1.[CH2:1]([c:2]1[cH:3][cH:4][cH:5][cH:6][cH:7]1)[O:8][c:9]1[n:10][c:11]([Br:15])[cH:12][cH:13][cH:14]1.[CH3:21][C:22]([CH3:23])([O-:24])[CH3:25].[CH3:27][c:28]1[cH:29][cH:30][cH:31][cH:32][cH:33]1.[CH3:34][CH2:35][O:36][C:37](=[O:38])[CH3:39].[Na+:26].[O:42]=[C:43]([CH:44]=[CH:45][c:46]1[cH:47][cH:48][cH:49][cH:50][cH:51]1)[CH:52]=[CH:53][c:54]1[cH:55][cH:56][cH:57][cH:58][cH:59]1.[O:60]=[C:61]([CH:62]=[CH:63][c:64]1[cH:65][cH:66][cH:67][cH:68][cH:69]1)[CH:70]=[CH:71][c:72]1[cH:73][cH:74][cH:75][cH:76][cH:77]1.[O:78]=[C:79]([CH:80]=[CH:81][c:82]1[cH:83][cH:84][cH:85][cH:86][cH:87]1)[CH:88]=[CH:89][c:90]1[cH:91][cH:92][cH:93][cH:94][cH:95]1.[Pd:40].[Pd:41]>>[CH2:1]([c:2]1[cH:3][cH:4][cH:5][cH:6][cH:7]1)[O:8][c:9]1[n:10][c:11]([N:19]2[CH2:18][CH2:17][CH2:16][CH2:20]2)[cH:12][cH:13][cH:14]1. Reactants: C([O-])([O-])=O.[K+].[K+] (potassium carbonate), CN(C1CCC(CC1)C(=O)NC1=C(OC2=C1C=C(C=C2)O[C@H]2CO[C@@H](OC2)C2=CC=CC=C2)C(=O)NC2=NC=C(C=C2)Cl)C (Trans-3-[4-(dimethylamino)cyclohexylcarbonylamino]-5-(2-phenyl-[1,3]dioxan-5-yloxy)-N-(5-chloropyridin-2-yl)-benzofuran-2-carboxamide), C(O)([O-])=O.[Na+] (sodium hydrogen carbonate), Cl (hydrochloric acid). Solvent: O1CCCC1 (tetrahydrofuran). Reaction conditions: time 3 hour. Yields the product CN([C@@H]1CC[C@H](CC1)C(=O)NC1=C(OC2=C1C=C(C=C2)OC(CO)CO)C(=O)NC2=NC=C(C=C2)Cl)C (trans-3-[4-(dimethylamino)cyclohexylcarbonylamino]-5-(2-hydroxy-1-hydroxymethylethoxy)-N-(5-chloropyridin-2-yl)benzofuran-2-carboxamide). Yield: 94.4%. RXN SMILES: [CH3:1][N:2]([CH3:44])[CH:3]1[CH2:8][CH2:7][CH:6]([C:9]([NH:11][C:12]2[C:16]3[CH:17]=[C:18]([O:21][C@@H:22]4[CH2:27][O:26][C@@H](C5C=CC=CC=5)[O:24][CH2:23]4)[CH:19]=[CH:20][C:15]=3[O:14][C:13]=2[C:34]([NH:36][C:37]2[CH:42]=[CH:41][C:40]([Cl:43])=[CH:39][N:38]=2)=[O:35])=[O:10])[CH2:5][CH2:4]1.Cl.C(=O)([O-])O.[Na+].C(=O)([O-])[O-].[K+].[K+]>O1CCCC1>[CH3:1][N:2]([CH3:44])[C@H:3]1[CH2:8][CH2:7][C@H:6]([C:9]([NH:11][C:12]2[C:16]3[CH:17]=[C:18]([O:21][CH:22]([CH2:27][OH:26])[CH2:23][OH:24])[CH:19]=[CH:20][C:15]=3[O:14][C:13]=2[C:34]([NH:36][C:37]2[CH:42]=[CH:41][C:40]([Cl:43])=[CH:39][N:38]=2)=[O:35])=[O:10])[CH2:5][CH2:4]1 |f:2.3,4.5.6|. Procedure: Trans-3-[4-(dimethylamino)cyclohexylcarbonylamino]-5-(2-phenyl-[1,3]dioxan-5-yloxy)-N-(5-chloropyridin-2-yl)-benzofuran-2-carboxamide (200 mg) obtained in Example 35 is dissolved in tetrahydrofuran (5 ml), and thereto is added 2N hydrochloric acid (5 ml), and the mixture is stirred at room temperature for 3 hours. The reaction solution is basified with a saturated aqueous sodium hydrogen carbonate solution and potassium carbonate, and extracted with chloroform. The organic layer is washed with a... Reactants: O=C(Nc1cn2nc(Sc3nnc4ccc(Br)cn34)ccc2n1)C1CC1, O=C(O)c1ccc2nnc(S)n2c1. The product is O=C(O)c1ccc2nnc(Sc3ccc4nc(NC(=O)C5CC5)cn4n3)n2c1. Reaction SMILES: [Br:14][c:15]1[cH:16][cH:17][c:18]2[n:19]([c:20]([S:21][c:25]3[cH:26][cH:27][c:28]4[n:29]([n:30]3)[cH:31][c:32]([NH:34][C:35](=[O:36])[CH:37]3[CH2:38][CH2:39]3)[n:33]4)[n:22][n:23]2)[cH:24]1.[SH:1][c:2]1[n:3][n:4][c:5]2[n:6]1[cH:7][c:8]([C:11](=[O:12])[OH:13])[cH:9][cH:10]2>>[S:1]([c:2]1[n:3][n:4][c:5]2[n:6]1[cH:7][c:8]([C:11](=[O:12])[OH:13])[cH:9][cH:10]2)[c:25]1[cH:26][cH:27][c:28]2[n:29]([n:30]1)[cH:31][c:32]([NH:34][C:35](=[O:36])[CH:37]1[CH2:38][CH2:39]1)[n:33]2. Starting materials: ClCCCBr, CCOC(=O)CC(C)C(=O)c1ccc(O)cc1, CC(C)=O, [K+], [K+], O=C([O-])[O-]. The product is CCOC(=O)CC(C)C(=O)c1ccc(OCCCCl)cc1. As a reaction SMILES: [Br:18][CH2:19][CH2:20][CH2:21][Cl:22].[CH2:1]([CH3:2])[O:3][C:4]([CH2:5][CH:6]([C:7](=[O:8])[c:9]1[cH:10][cH:11][c:12]([OH:15])[cH:13][cH:14]1)[CH3:16])=[O:17].[CH3:29][C:30](=[O:31])[CH3:32].[K+:23].[K+:24].[O-:25][C:26]([O-:27])=[O:28]>>[CH2:1]([CH3:2])[O:3][C:4]([CH2:5][CH:6]([C:7](=[O:8])[c:9]1[cH:10][cH:11][c:12]([O:15][CH2:19][CH2:20][CH2:21][Cl:22])[cH:13][cH:14]1)[CH3:16])=[O:17]. The reactants are [C-]#N, COc1c(COS(C)(=O)=O)cccc1OCc1c(C)cccc1C, CCOC(C)=O, [Na+], CN(C)C=O. Yields the product COc1c(CC#N)cccc1OCc1c(C)cccc1C. As a reaction SMILES: [C-:25]#[N:26].[CH3:1][S:2]([O:3][CH2:6][c:7]1[c:8]([O:23][CH3:24])[c:9]([O:13][CH2:14][c:15]2[c:16]([CH3:22])[cH:17][cH:18][cH:19][c:20]2[CH3:21])[cH:10][cH:11][cH:12]1)(=[O:4])=[O:5].[CH3:33][CH2:34][O:35][C:36]([CH3:37])=[O:38].[Na+:27].[O:28]=[CH:29][N:30]([CH3:31])[CH3:32]>>[CH2:6]([c:7]1[c:8]([O:23][CH3:24])[c:9]([O:13][CH2:14][c:15]2[c:16]([CH3:22])[cH:17][cH:18][cH:19][c:20]2[CH3:21])[cH:10][cH:11][cH:12]1)[C:25]#[N:26]. The reactants are C(C1=CC=CC=C1)N1CCC(CC1)NC(=O)C1=CC(=CC=2N(C(C(OC21)C)=O)C)Cl (N-(1-benzyl-4-piperidyl)-6-chloro-3,4-dihydro-2,4-dimethyl-3-oxo-2H-1,4-benzoxazine-8-carboxamide), ClC1=CC(=CC=C1)C(=O)OO (metachloroperbenzoic acid). Solvent: C(Cl)(Cl)Cl (chloroform). Conditions: time 0.5 hour. The product is C(C1=CC=CC=C1)N1CCC(CC1)[NH+](C(=O)C1=CC(=CC=2N(C(C(OC21)C)=O)C)Cl)[O-] (N-(1-benzyl-4-piperidyl)-6-chloro-3,4-dihydro-2,4-dimethyl-3-oxo-2H-1,4-benzoxazine-8-carboxamide N-oxide). As a reaction SMILES: [CH2:1]([N:8]1[CH2:13][CH2:12][CH:11]([NH:14][C:15]([C:17]2[C:26]3[O:25][CH:24]([CH3:27])[C:23](=[O:28])[N:22]([CH3:29])[C:21]=3[CH:20]=[C:19]([Cl:30])[CH:18]=2)=[O:16])[CH2:10][CH2:9]1)[C:2]1[CH:7]=[CH:6][CH:5]=[CH:4][CH:3]=1.ClC1C=CC=C(C(OO)=[O:39])C=1>C(Cl)(Cl)Cl>[CH2:1]([N:8]1[CH2:13][CH2:12][CH:11]([NH+:14]([O-:39])[C:15]([C:17]2[C:26]3[O:25][CH:24]([CH3:27])[C:23](=[O:28])[N:22]([CH3:29])[C:21]=3[CH:20]=[C:19]([Cl:30])[CH:18]=2)=[O:16])[CH2:10][CH2:9]1)[C:2]1[CH:3]=[CH:4][CH:5]=[CH:6][CH:7]=1. Procedure: To a solution of 2.7 g of N-(1-benzyl-4-piperidyl)-6-chloro-3,4-dihydro-2,4-dimethyl-3-oxo-2H-1,4-benzoxazine-8-carboxamide in 150 ml of chloroform is added portionwise 2.7 g of metachloroperbenzoic acid under cooling and stirring. After 0.5 hour, ammonia gas is bubbled through the reaction solution under stirring and the precipitate is filtered off. The mother liquor is distilled off under reduced pressure followed by recrystallizing the residue from ethanolisopropyl ether to give N-(1-benzyl-4... Starting materials: NC1=NC=CC=C1N (2,3-diaminopyridine), C([O-])(O)=O.[Na+] (sodium bicarbonate), C(C)(=O)OCC(=O)Cl (Acetoxyacetyl chloride), N1C=NC=C1 (imidazole). The solvent is O1CCCC1 (tetrahydrofuran), O1CCCC1 (tetrahydrofuran). Run at temperature -78 celsius. Yields the product C(C)(=O)OCC(=O)NC=1C(=NC=CC1)N (3-(acetoxyacetyl)amino-2-aminopyridine). The yield is 19.0%. RXN SMILES: [C:1]([O:4][CH2:5][C:6](Cl)=[O:7])(=[O:3])[CH3:2].N1C=CN=C1.[NH2:14][C:15]1[C:20]([NH2:21])=[CH:19][CH:18]=[CH:17][N:16]=1.C(=O)(O)[O-].[Na+]>O1CCCC1>[C:1]([O:4][CH2:5][C:6]([NH:21][C:20]1[C:15]([NH2:14])=[N:16][CH:17]=[CH:18][CH:19]=1)=[O:7])(=[O:3])[CH3:2] |f:3.4|. Procedure: Acetoxyacetyl chloride (2.73 g, 20 mmol) was added dropwise to a stirred solution of imidazole (2.72 g, 40 mmol) in dry tetrahydrofuran (20 ml) under nitrogen at 0° C. After the addition was complete, the thick white suspension was cooled to --78° C. and a solution of 2,3-diaminopyridine (2.18 g, 20 mmol) in dry tetrahydrofuran (60 ml) was added over 10 minutes. The mixture was allowed to warm to room temperature overnight and then saturated aqueous sodium bicarbonate (100 ml) was added. The mix...